From a dataset of the Open Reaction Database (ORD), a public repository of structured organic reaction records. describe an organic reaction: reactants, conditions, products, and yield The reactants are C1(=CC=C(C=C1)C(=O)NN)C1=CC=CC=C1 (Biphenyl-4-carboxylic acid hydrazide), CN(C)C=O (DMF), C(C)(C)N(C(C)C)CC (N,N-diisopropylethylamine), C1(=CC=CC=C1)S(=O)(=O)Cl (Phenylsulfonyl chloride). Reagents/catalysts: CN(C)C=1C=CN=CC1 (DMAP). Solvent: C1CCOC1 (THF), CCOC(=O)C (EtOAc). Run at temperature 0 celsius, time 1 hour. Product: C1(=CC=CC=C1)S(=O)(=O)NNC(=O)C1=CC=C(C=C1)C1=CC=CC=C1 ([1,1′-Biphenyl]-4-carboxylic acid, 2-(phenylsulfonyl)hydrazide). RXN SMILES: [C:1]1([C:11]2[CH:16]=[CH:15][CH:14]=[CH:13][CH:12]=2)[CH:6]=[CH:5][C:4]([C:7]([NH:9][NH2:10])=[O:8])=[CH:3][CH:2]=1.C(N(CC)C(C)C)(C)C.[C:26]1([S:32](Cl)(=[O:34])=[O:33])[CH:31]=[CH:30][CH:29]=[CH:28][CH:27]=1.CN(C=O)C>C1COCC1.CN(C1C=CN=CC=1)C.CCOC(C)=O>[C:26]1([S:32]([NH:10][NH:9][C:7]([C:4]2[CH:5]=[CH:6][C:1]([C:11]3[CH:12]=[CH:13][CH:14]=[CH:15][CH:16]=3)=[CH:2][CH:3]=2)=[O:8])(=[O:34])=[O:33])[CH:31]=[CH:30][CH:29]=[CH:28][CH:27]=1. Procedure: Biphenyl-4-carboxylic acid hydrazide (0.5 g, 2.36 mmol) was suspended in THF (26 mL). N,N-diisopropylethylamine (1.64 mL, 9.44 mmol) was added, and the reaction was cooled to 0° C. Phenylsulfonyl chloride (0.33 mL, 2.59 mmol) was added followed by DMAP (5 mg, 0.04 mmol). The reaction was allowed to warm to room temperature. The solution was orange after it stirred for 1 hour; DMF (5 mL) was added, and the solution became clear. After 3 hours of stirring, the solution was diluted with EtOAc (150 ... Starting materials: COC(=O)COc1ccc(C(=O)c2ccccc2)c(O)c1, CCCCCCCCON1C(C)(C)CC(O)CC1(C)C, Cc1ccccc1C. The product is CCCCCCCCON1C(C)(C)CC(OC(=O)COc2ccc(C(=O)c3ccccc3)c(O)c2)CC1(C)C. As a reaction SMILES: [C:1]([c:2]1[cH:3][cH:4][cH:5][cH:6][cH:7]1)(=[O:8])[c:9]1[c:10]([OH:21])[cH:11][c:12]([O:13][CH2:14][C:15](=[O:16])[O:17][CH3:18])[cH:19][cH:20]1.[OH:22][CH:23]1[CH2:24][C:25]([CH3:40])([CH3:41])[N:26]([O:31][CH2:32][CH2:33][CH2:34][CH2:35][CH2:36][CH2:37][CH2:38][CH3:39])[C:27]([CH3:29])([CH3:30])[CH2:28]1.[c:42]1([CH3:43])[c:44]([CH3:45])[cH:46][cH:47][cH:48][cH:49]1>>[C:1]([c:2]1[cH:3][cH:4][cH:5][cH:6][cH:7]1)(=[O:8])[c:9]1[c:10]([OH:21])[cH:11][c:12]([O:13][CH2:14][C:15](=[O:16])[O:17][CH:18]2[CH2:24][C:25]([CH3:40])([CH3:41])[N:26]([O:31][CH2:32][CH2:33][CH2:34][CH2:35][CH2:36][CH2:37][CH2:38][CH3:39])[C:27]([CH3:28])([CH3:29])[CH2:30]2)[cH:19][cH:20]1. Yield: 68.5%. The product is COC=1C=C2C(=C(C=NC2=CC1OC)C#N)NC1=CC(=CC=C1)[N+](=O)[O-] (6,7-dimethoxy-4-(3-nitrophenylamino)quinoline-3-carbonitrile). Reactants: C(=O)(O)[O-].[Na+] (NaHCO3), ClC1=C(C=NC2=CC(=C(C=C12)OC)OC)C#N (4-chloro-6,7-dimethoxy-3-quinolinecarbonitrile), [N+](=O)([O-])C=1C=C(N)C=CC1 (3-nitroaniline), CO (Methanol). Procedure details: A solution of 0.500 g (2.00 mmol) of 4-chloro-6,7-dimethoxy-3-quinolinecarbonitrile and 0.332 g (2.41 mmol) of 3-nitroaniline in 6 mL of methyl cellosolve was refluxed under N2 for 8 hr. Methanol was added, followed by satd NaHCO3 (pH 8) and volatile material was removed. The residue was slurried with water, collected by filtration and dried. Recrystallization from ethanol gave 0.480 g of 6,7-dimethoxy-4-(3-nitrophenylamino)quinoline-3-carbonitrile as yellow crystals: mass spectrum (electrospray... Reaction SMILES: Cl[C:2]1[C:11]2[C:6](=[CH:7][C:8]([O:14][CH3:15])=[C:9]([O:12][CH3:13])[CH:10]=2)[N:5]=[CH:4][C:3]=1[C:16]#[N:17].[N+:18]([C:21]1[CH:22]=[C:23]([CH:25]=[CH:26][CH:27]=1)[NH2:24])([O-:20])=[O:19].CO.C([O-])(O)=O.[Na+]>COCCO>[CH3:13][O:12][C:9]1[CH:10]=[C:11]2[C:6](=[CH:7][C:8]=1[O:14][CH3:15])[N:5]=[CH:4][C:3]([C:16]#[N:17])=[C:2]2[NH:24][C:23]1[CH:25]=[CH:26][CH:27]=[C:21]([N+:18]([O-:20])=[O:19])[CH:22]=1 |f:3.4|. Solvent: COCCO (methyl cellosolve). Starting materials: [N+](=O)([O-])C1=CC=C(C=C1)NC(NC=1SC=C(N1)C(C(=O)OCC)=O)=O (ethyl 2-(3-p-nitrophenylureido)thiazol-4-ylglyoxylate), S1C(=S)N(C(=O)C1)CC(=O)O (rhodanine-3-acetic acid), [Cl-].[NH4+] (ammonium chloride), N (ammonia). The solvent is C(C)O (ethanol). The product is CN(C=O)C.CN(C=O)C.C(C)OC(=O)C(C=1N=C(SC1)NC(=O)NC1=CC=C(C=C1)[N+](=O)[O-])=C1C(N(C(S1)=S)CC(=O)O)=O ([1-Ethoxycarbonyl-1-[2-(3-p-nitrophenylureido)thiazol-4-yl]methylene}rhodanine-3-acetic acid bis(dimethylformamide)). RXN SMILES: [N+:1]([C:4]1[CH:9]=[CH:8][C:7]([NH:10][C:11](=[O:25])[NH:12][C:13]2[S:14][CH:15]=[C:16]([C:18](=O)[C:19]([O:21][CH2:22][CH3:23])=[O:20])[N:17]=2)=[CH:6][CH:5]=1)([O-:3])=[O:2].[S:26]1[CH2:32][C:30](=[O:31])[N:29]([CH2:33][C:34]([OH:36])=[O:35])[C:27]1=[S:28].[Cl-].[NH4+].N>C(O)C>[CH3:27][N:29]([CH3:33])[CH:30]=[O:31].[CH3:27][N:29]([CH3:33])[CH:30]=[O:31].[CH2:22]([O:21][C:19]([C:18](=[C:32]1[S:26][C:27](=[S:28])[N:29]([CH2:33][C:34]([OH:36])=[O:35])[C:30]1=[O:31])[C:16]1[N:17]=[C:13]([NH:12][C:11]([NH:10][C:7]2[CH:8]=[CH:9][C:4]([N+:1]([O-:3])=[O:2])=[CH:5][CH:6]=2)=[O:25])[S:14][CH:15]=1)=[O:20])[CH3:23] |f:2.3,6.7.8|. Procedure details: Following a procedure similar to that described in Example 1, the desired compound was prepared from 3.7 g of ethyl 2-(3-p-nitrophenylureido)thiazol-4-ylglyoxylate, 1.9 g of rhodanine-3-acetic acid, 1 g of ammonium chloride, 1 ml of 28% v/v aqueous ammonia and 40 ml of ethanol. The resulting product was a yellow powder having the following physical properties. Reactants: C(C)(=O)O[BH-](OC(C)=O)OC(C)=O.[Na+] (sodium triacetoxyborohydride), N1CCC(CC1)N1C(=NC2=C1C=CC=C2)[C@H](C)NC2=C1N=CNC1=NC=N2 ((S)—N-(1-(1-(piperidin-4-yl)-1H-benzo[d]imidazol-2-yl)ethyl)-9H-purin-6-amine), CC(=O)O (AcOH), O1CC(C1)=O (oxetan-3-one). Run in ClCCCl (DCE). Reaction conditions: time 4 hour. Yields the product O1CC(C1)N1CCC(CC1)N1C(=NC2=C1C=CC=C2)[C@H](C)NC2=C1N=CNC1=NC=N2 ((S)—N-(1-(1-(1-(oxetan-3-yl)piperidin-4-yl)-1H-benzo[d]imidazol-2-yl)ethyl)-9H-purin-6-amine). RXN SMILES: [NH:1]1[CH2:6][CH2:5][CH:4]([N:7]2[C:11]3[CH:12]=[CH:13][CH:14]=[CH:15][C:10]=3[N:9]=[C:8]2[C@@H:16]([NH:18][C:19]2[N:27]=[CH:26][N:25]=[C:24]3[C:20]=2[N:21]=[CH:22][NH:23]3)[CH3:17])[CH2:3][CH2:2]1.[O:28]1[CH2:31][C:30](=O)[CH2:29]1.CC(O)=O.C(O[BH-](OC(=O)C)OC(=O)C)(=O)C.[Na+]>ClCCCl>[O:28]1[CH2:31][CH:30]([N:1]2[CH2:6][CH2:5][CH:4]([N:7]3[C:11]4[CH:12]=[CH:13][CH:14]=[CH:15][C:10]=4[N:9]=[C:8]3[C@@H:16]([NH:18][C:19]3[N:27]=[CH:26][N:25]=[C:24]4[C:20]=3[N:21]=[CH:22][NH:23]4)[CH3:17])[CH2:3][CH2:2]2)[CH2:29]1 |f:3.4|. Procedure: To a mixture of (S)—N-(1-(1-(piperidin-4-yl)-1H-benzo[d]imidazol-2-yl)ethyl)-9H-purin-6-amine from Example 113 (99 mg, 0.273 mmol) in anhydrous DCE (10 mL) was added oxetan-3-one (32 μL, 0.546 mmol) followed by AcOH (16 μL, 0.273 mmol) and 4 Å (angstrom) powdered molecular sieves (0.1 g). After stirring for 4 h, sodium triacetoxyborohydride (116 mg, 0.546 mmol) was added and stirring was continued for 48 h. The crude reaction mixture was loaded into an Isolute® SCX-2 which was washed with MeOH a... Reactants: CC1=NN(C(=C1[N+](=O)[O-])C(=O)N)CCC (3-methyl-4-nitro-1-n-propylpyrazole-5-carboxamide), [N+](=O)([O-])C1=NNC=C1 (nitropyrazole), O (water). The reagents and catalysts are [Fe] (iron). Solvent: C(C)(=O)O (acetic acid), P(=O)(Cl)(Cl)Cl (phosphorus oxychloride). Product: C(#N)C1=C(C(=NN1CCC)C)NC(C)=O (N-(5-cyano-3-methyl-1-n-propylpyrazol-4-yl)acetamide). Reaction SMILES: [CH3:1][C:2]1[C:6]([N+:7]([O-])=O)=[C:5]([C:10]([NH2:12])=O)[N:4]([CH2:13][CH2:14][CH3:15])[N:3]=1.[N+]([C:19]1[CH:23]=CNN=1)([O-])=O.[OH2:24]>P(Cl)(Cl)(Cl)=O.C(O)(=O)C.[Fe]>[C:10]([C:5]1[N:4]([CH2:13][CH2:14][CH3:15])[N:3]=[C:2]([CH3:1])[C:6]=1[NH:7][C:23](=[O:24])[CH3:19])#[N:12]. Procedure: A solution of 46 g (0.2 mol) of 3-methyl-4-nitro-1-n-propyl-pyrazole-5-carbonyl chloride [J. Med. Chem., 16 1346 (1973)] in 50 ml of acetone is added slowly to 250 ml of cold (5° C.) concentrated ammonium hydroxide. The mixture is filtered to give 33 g (79%) of 3-methyl-4-nitro-1-n-propylpyrazole-5-carboxamide, mp 136°-138° C. The amide (33 g, 0.15 mol) is stirred under reflux in 100 ml of phosphorus oxychloride for 2.5 hours and evaporated in vacuo. The residue is stirred in 250 ml of ice water... The reactants are [Na+], [OH-], CC(c1cccc2ccccc12)N(CC1CN(C(=O)C(F)(F)F)CC1c1ccccc1)C(=O)OC(C)(C)C. Product: CC(c1cccc2ccccc12)N(CC1CNCC1c1ccccc1)C(=O)OC(C)(C)C. As a reaction SMILES: [Na+:40].[OH-:39].[c:1]1([CH:11]([CH3:12])[N:13]([C:14]([O:15][C:16]([CH3:17])([CH3:18])[CH3:19])=[O:20])[CH2:21][CH:22]2[CH2:23][N:24]([C:33](=[O:34])[C:35]([F:36])([F:37])[F:38])[CH2:25][CH:26]2[c:27]2[cH:28][cH:29][cH:30][cH:31][cH:32]2)[cH:2][cH:3][cH:4][c:5]2[cH:6][cH:7][cH:8][cH:9][c:10]12>>[c:1]1([CH:11]([CH3:12])[N:13]([C:14]([O:15][C:16]([CH3:17])([CH3:18])[CH3:19])=[O:20])[CH2:21][CH:22]2[CH2:23][NH:24][CH2:25][CH:26]2[c:27]2[cH:28][cH:29][cH:30][cH:31][cH:32]2)[cH:2][cH:3][cH:4][c:5]2[cH:6][cH:7][cH:8][cH:9][c:10]12. Starting materials: NC=1C=CC2=C(N(CCO2)CCN(C)C)C1 (6-Amino-3,4-dihydro-4-(2-dimethylaminoethyl)-2H-1,4-benzoxazine), COC(C=O)OC (dimethoxyacetaldehyde). RXN SMILES: [NH2:1][C:2]1[CH:3]=[CH:4][C:5]2[O:10][CH2:9][CH2:8][N:7]([CH2:11][CH2:12][N:13]([CH3:15])[CH3:14])[C:6]=2[CH:16]=1.[CH3:17][O:18][CH:19]([O:22][CH3:23])[CH:20]=O>[Pd].C(O)C>[CH3:17][O:18][CH:19]([O:22][CH3:23])[CH2:20][NH:1][C:2]1[CH:3]=[CH:4][C:5]2[O:10][CH2:9][CH2:8][N:7]([CH2:11][CH2:12][N:13]([CH3:14])[CH3:15])[C:6]=2[CH:16]=1. The reagents and catalysts are [Pd] (palladium on carbon). The solvent is C(C)O (ethanol). Procedure details: 6-Amino-3,4-dihydro-4-(2-dimethylaminoethyl)-2H-1,4-benzoxazine (D3, 1.78 g, 8.1 mmol) and dimethoxyacetaldehyde (40% in MTBE, 3.1 g) were hydrogenated over 10% palladium on carbon (0.5g) in ethanol (70 ml) for 24 h. The catalyst was filtered off, and the filtrate was evaporated to dryness. The residue was dissolved in ethyl acetate, washed with water and brine, dried (Na2SO4) and evaporated to give the title compound (1.92 g, 77%) as a brown oil. Yield: 76.6%. Product: COC(CNC=1C=CC2=C(N(CCO2)CCN(C)C)C1)OC (3,4-Dihydro-6-(2,2-dimethoxyethyl)amino-4-(2-dimethylaminoethyl)-2H-1,4-benzoxazine). Reactants: CC1(OCCO1)CCCCN1N=CC(=C1)N (1-[4-(2-methyl-[1,3]dioxolan-2-yl)-butyl]-1H-pyrazol-4-ylamine), ClC1=C(C=CC(=C1)F)/C=C/C(=O)O ((E)-3-(2-chloro-4-fluoro-phenyl)-acrylic acid). Product: ClC1=C(C=CC(=C1)F)/C=C/C(=O)NC=1C=NN(C1)CCCCC(C)=O ((E)-3-(2-Chloro-4-fluoro-phenyl)-N-[1-(5-oxo-hexyl)-1H-pyrazol-4-yl]-acrylamide). RXN SMILES: [CH3:1][C:2]1([CH2:7][CH2:8][CH2:9][CH2:10][N:11]2[CH:15]=[C:14]([NH2:16])[CH:13]=[N:12]2)[O:6]CCO1.[Cl:17][C:18]1[CH:23]=[C:22]([F:24])[CH:21]=[CH:20][C:19]=1/[CH:25]=[CH:26]/[C:27](O)=[O:28]>>[Cl:17][C:18]1[CH:23]=[C:22]([F:24])[CH:21]=[CH:20][C:19]=1/[CH:25]=[CH:26]/[C:27]([NH:16][C:14]1[CH:13]=[N:12][N:11]([CH2:10][CH2:9][CH2:8][CH2:7][C:2](=[O:6])[CH3:1])[CH:15]=1)=[O:28]. Procedure: Following general procedure B followed by either C or D, starting from 1-[4-(2-methyl-[1,3]dioxolan-2-yl)-butyl]-1H-pyrazol-4-ylamine and (E)-3-(2-chloro-4-fluoro-phenyl)-acrylic acid. Procedure: L-carnitine chloride (1.5. g; 0.008 moles) and 1,4 diazabicyclo[2,2,2]octane (5.25 g; 0.05 moles) were dissolved in 50 cc of DMF at 80° C. The resulting solution was subsequently heated up to 125° C. for 2 hours. Upon reaction termination, the solution was cooled in an ice bath a 5° C. After about 2 hours the precipitate which formed consisting of the excess diazabicyclo octane and its N-methyl derivative was filtered off. DMF was distilled under vacuum and the residue dissolved in water and elu... The reactants are N-methyl, C[N+](C)(C)CC(CC(=O)O)O.[Cl-] (L-carnitine chloride), N12CCN(CC1)CC2 (1,4 diazabicyclo[2,2,2]octane), diazabicyclo octane. The product is CN(C)C[C@@H](CC(=O)O)O (L-norcarnitine). RXN SMILES: [CH3:1][N+:2]([CH2:5][CH:6]([OH:11])[CH2:7][C:8]([OH:10])=[O:9])(C)[CH3:3].[Cl-].N12CCN(CC1)CC2>CN(C=O)C>[CH3:1][N:2]([CH2:5][C@H:6]([OH:11])[CH2:7][C:8]([OH:10])=[O:9])[CH3:3] |f:0.1|. Conditions: temperature 125 celsius. Solvent: CN(C)C=O (DMF).